The task is: describe an organic reaction: reactants, conditions, products, and yield. This data is from the Open Reaction Database (ORD), a public repository of structured organic reaction records. The reactants are [O-2].[Ca+2] (calcium oxide), C(C(O)CC(=O)O)(=O)O (malic acid), [O-2].[Ca+2] (calcium oxide), [O-2].[Ca+2] (calcium oxide), C(C(O)CC(=O)O)(=O)O (malic acid). The reagents and catalysts are [Fe].C(C(O)CC(=O)O)(=O)O (iron malic acid). Run in O (water), O (water). Product: C(C(O)CC(=O)O)(=O)O (malic acid), dihydroxycalcium ferrous malate, C(C(O)CC(=O)[O-])(=O)[O-] (malate). RXN SMILES: [C:1]([OH:9])(=[O:8])[CH:2]([CH2:4][C:5]([OH:7])=[O:6])[OH:3].[O-2].[Ca+2]>O.[Fe].C(O)(=O)C(CC(O)=O)O>[C:1]([OH:9])(=[O:8])[CH:2]([CH2:4][C:5]([OH:7])=[O:6])[OH:3].[C:1]([O-:9])(=[O:8])[CH:2]([CH2:4][C:5]([O-:7])=[O:6])[OH:3] |f:1.2,4.5|. Procedure: An aqueous solution of malic acid was prepared by mixing 134.09 g of malic acid with 50 mL of water. An aqueous solution of calcium oxide was also prepared in a separate container by thoroughly mixing 56.08 g of calcium oxide in 50 mL of water. Next, 54.94 g of ferronyl powder was then added to the malic acid solution. The calcium oxide solution was then slowly added to the iron/malic acid solution. The solution was allowed to mix for approximately 2 hours. The resulting solution was then spray ... Starting materials: ClC=1C=C(C=CC(=O)O)C=CC1 (m-chlorocinnamic acid), S(=O)(Cl)Cl (thionyl chloride). Run in C1=CC=CC=C1 (benzene). Yields the product ClC=1C=C(C=CC(=O)Cl)C=CC1 (m-chlorocinnamoyl chloride). RXN SMILES: [Cl:1][C:2]1[CH:3]=[C:4]([CH:10]=[CH:11][CH:12]=1)[CH:5]=[CH:6][C:7](O)=[O:8].S(Cl)([Cl:15])=O>C1C=CC=CC=1>[Cl:1][C:2]1[CH:3]=[C:4]([CH:10]=[CH:11][CH:12]=1)[CH:5]=[CH:6][C:7]([Cl:15])=[O:8]. Reported procedure: 100 ml of benzene was added to 18.3 grams of m-chlorocinnamic acid. 12 ml of thionyl chloride was added dropwise slowly thereto at ambient temperature. The temperature was elevated to 80° C. and the heating was continued until foaming ceased. Benzene and thionyl chloride were distilled off and the residue was dried thoroughly under reduced pressure. Starting materials: NC=1SC=C(N1)C1=CC=C(C=C1)[N+](=O)[O-] (2-amino-4-(4'-nitrophenyl)-1,3-thiazole), C(C)(=O)OC(C)=O (acetic anhydride). The product is C(C)(=O)NC=1SC=C(N1)C1=CC=C(C=C1)[N+](=O)[O-] (2-acetamido-4-(4'-nitrophenyl)-1,3-thiazole). Reaction SMILES: [NH2:1][C:2]1[S:3][CH:4]=[C:5]([C:7]2[CH:12]=[CH:11][C:10]([N+:13]([O-:15])=[O:14])=[CH:9][CH:8]=2)[N:6]=1.[C:16](OC(=O)C)(=[O:18])[CH3:17]>>[C:16]([NH:1][C:2]1[S:3][CH:4]=[C:5]([C:7]2[CH:8]=[CH:9][C:10]([N+:13]([O-:15])=[O:14])=[CH:11][CH:12]=2)[N:6]=1)(=[O:18])[CH3:17]. Procedure: 30 g of 2-amino-4-(4'-nitrophenyl)-1,3-thiazole (prepared in accordance with J. Chem. Soc. 1959, (2365) and 100 ml of acetic anhydride are heated for 3 hours at 140° C. Excess acetic anhydride is removed by vacuum distillation and the residue is treated with 500 ml of warm water, filtered, washed, and dried to constant weight, affording 34 g of 2-acetamido-4-(4'-nitrophenyl)-1,3-thiazole. Starting materials: C(C)(=O)[O-].[K+] (Potassium acetate), NC1=NNC=C1C(=O)N (3-amino-1H-pyrazole-4-carboxamide), BrC1=CC=C(C(=O)OC(C)C)C=C1 (isopropyl 4-bromobenzoate), C(C)(C)(C)P(C1=C(C(=C(C(=C1C)C)C)C)C1=C(C=C(C=C1C(C)C)C(C)C)C(C)C)C(C)(C)C (di-tert-butyl(2′,4′,6′-triisopropyl-3,4,5,6-tetramethylbiphenyl-2-yl)phosphine). The reagents and catalysts are C=1C=CC(=CC1)/C=C/C(=O)/C=C/C2=CC=CC=C2.C=1C=CC(=CC1)/C=C/C(=O)/C=C/C2=CC=CC=C2.C=1C=CC(=CC1)/C=C/C(=O)/C=C/C2=CC=CC=C2.[Pd].[Pd] (Pd2(dba)3). Solvent: CCOC(=O)C (EtOAc), CC(C)O (2-propanol). Conditions: temperature 75 celsius, time 20 minute. The product is C(N)(=O)C=1C(=NNC1)NC1=CC=C(C(=O)OC(C)C)C=C1 (Propan-2-yl 4-[(4-carbamoyl-1H-pyrazol-3-yl)amino]benzoate). RXN SMILES: C(P(C(C)(C)C)C1C(C)=C(C)C(C)=C(C)C=1C1C(C(C)C)=CC(C(C)C)=CC=1C(C)C)(C)(C)C.C([O-])(=O)C.[K+].[NH2:40][C:41]1[C:45]([C:46]([NH2:48])=[O:47])=[CH:44][NH:43][N:42]=1.Br[C:50]1[CH:61]=[CH:60][C:53]([C:54]([O:56][CH:57]([CH3:59])[CH3:58])=[O:55])=[CH:52][CH:51]=1>CCOC(C)=O.C1C=CC(/C=C/C(/C=C/C2C=CC=CC=2)=O)=CC=1.C1C=CC(/C=C/C(/C=C/C2C=CC=CC=2)=O)=CC=1.C1C=CC(/C=C/C(/C=C/C2C=CC=CC=2)=O)=CC=1.[Pd].[Pd].CC(O)C>[C:46]([C:45]1[C:41]([NH:40][C:50]2[CH:61]=[CH:60][C:53]([C:54]([O:56][CH:57]([CH3:58])[CH3:59])=[O:55])=[CH:52][CH:51]=2)=[N:42][NH:43][CH:44]=1)(=[O:47])[NH2:48] |f:1.2,6.7.8.9.10|. Procedure: A round-bottomed flask was charged with 2-propanol (595 mL), and nitrogen was bubbled through the 2-propanol for 2 hours. Pd2(dba)3 (1.63 g, 1.78 mmol) and di-tert-butyl(2′,4′,6′-triisopropyl-3,4,5,6-tetramethylbiphenyl-2-yl)phosphine (3.43 g, 7.14 mmol) were added, and the mixture was stirred for 20 minutes. Potassium acetate (17.5 g, 178 mmol), 3-amino-1H-pyrazole-4-carboxamide (15.0 g, 119 mmol), and isopropyl 4-bromobenzoate (34.7 g, 143 mmol) were then added, and the reaction mixture was he... The reactants are [BH4-], O=C([O-])[O-], COC(=O)C1C(C(=O)O)N(Cc2ccccc2)C(=O)N1Cc1ccccc1, [K+], [K+], [Na+], C1CCOC1. Yields the product O=C1OCC2C1N(Cc1ccccc1)C(=O)N2Cc1ccccc1. RXN SMILES: [BH4-:28].[C:30](=[O:31])([O-:32])[O-:33].[CH2:1]([c:2]1[cH:3][cH:4][cH:5][cH:6][cH:7]1)[N:8]1[C:9](=[O:27])[N:10]([CH2:20][c:21]2[cH:22][cH:23][cH:24][cH:25][cH:26]2)[CH:11]([C:17](=[O:18])[OH:19])[CH:12]1[C:13](=[O:14])[O:15][CH3:16].[K+:34].[K+:35].[Na+:29].[O:36]1[CH2:37][CH2:38][CH2:39][CH2:40]1>>[CH2:1]([c:2]1[cH:3][cH:4][cH:5][cH:6][cH:7]1)[N:8]1[C:9](=[O:27])[N:10]([CH2:20][c:21]2[cH:22][cH:23][cH:24][cH:25][cH:26]2)[CH:11]2[CH:12]1[C:13](=[O:14])[O:18][CH2:17]2. Reactants: FC1=CC=C(C=C1)N1N=CC2=CC(=CC=C12)O[C@@H]([C@H](C)N)C1=CC(=CC=C1)OC ((1R,2S)-1-{[1-(4-fluorophenyl)-1H-indazol-5-yl]oxy}-1-(3-methoxyphenyl)propan-2-amine), COCC(=O)Cl (methoxyacetyl chloride). As a reaction SMILES: [F:1][C:2]1[CH:7]=[CH:6][C:5]([N:8]2[C:16]3[C:11](=[CH:12][C:13]([O:17][C@H:18]([C:22]4[CH:27]=[CH:26][CH:25]=[C:24]([O:28][CH3:29])[CH:23]=4)[C@@H:19]([NH2:21])[CH3:20])=[CH:14][CH:15]=3)[CH:10]=[N:9]2)=[CH:4][CH:3]=1.[CH3:30][O:31][CH2:32][C:33](Cl)=[O:34]>>[F:1][C:2]1[CH:3]=[CH:4][C:5]([N:8]2[C:16]3[C:11](=[CH:12][C:13]([O:17][C@H:18]([C:22]4[CH:27]=[CH:26][CH:25]=[C:24]([O:28][CH3:29])[CH:23]=4)[C@@H:19]([NH:21][C:33](=[O:34])[CH2:32][O:31][CH3:30])[CH3:20])=[CH:14][CH:15]=3)[CH:10]=[N:9]2)=[CH:6][CH:7]=1. Procedure details: Prepared as described in Example 1 using (1R,2S)-1-{[1-(4-fluorophenyl)-1H-indazol-5-yl]oxy}-1-(3-methoxyphenyl)propan-2-amine (6a, 19 mg, 50 μmol) and methoxyacetyl chloride (16 mg, 150 μmol). Yield 23 mg (99%). Yields the product FC1=CC=C(C=C1)N1N=CC2=CC(=CC=C12)O[C@@H]([C@H](C)NC(COC)=O)C1=CC(=CC=C1)OC (N-[(1R,2S)-1-[1-(4-fluorophenyl)indazol-5-yl]oxy-1-(3-methoxyphenyl)propan-2-yl]-2-methoxy-acetamide).